Dataset: the Open Reaction Database (ORD), a public repository of structured organic reaction records. Task: describe an organic reaction: reactants, conditions, products, and yield Starting materials: CCOC(C)=O, ClCCl, O=[Mn]=O, CC(C)(O)c1ccc(CO)cc1. The product is CC(C)(O)c1ccc(C=O)cc1. Reaction SMILES: [CH3:13][CH2:14][O:15][C:16](=[O:17])[CH3:18].[Cl:19][CH2:20][Cl:21].[O:22]=[Mn:23]=[O:24].[OH:1][CH2:2][c:3]1[cH:4][cH:5][c:6]([C:9]([CH3:10])([CH3:11])[OH:12])[cH:7][cH:8]1>>[O:1]=[CH:2][c:3]1[cH:4][cH:5][c:6]([C:9]([CH3:10])([CH3:11])[OH:12])[cH:7][cH:8]1.